The task is: describe an organic reaction: reactants, conditions, products, and yield. This data is from the Open Reaction Database (ORD), a public repository of structured organic reaction records. Starting materials: COC(=O)Nc1cc(C(C)(C)C)no1, ClCCl, O=S(=O)(Cl)Cl. Product: COC(=O)Nc1onc(C(C)(C)C)c1Cl. RXN SMILES: [C:1]([CH3:2])([CH3:3])([CH3:4])[c:5]1[n:6][o:7][c:8]([NH:10][C:11]([O:12][CH3:13])=[O:14])[cH:9]1.[CH2:20]([Cl:21])[Cl:22].[S:15]([Cl:16])(=[O:17])([Cl:18])=[O:19]>>[C:1]([CH3:2])([CH3:3])([CH3:4])[c:5]1[n:6][o:7][c:8]([NH:10][C:11]([O:12][CH3:13])=[O:14])[c:9]1[Cl:18].